This data is from the Open Reaction Database (ORD), a public repository of structured organic reaction records. The task is: describe an organic reaction: reactants, conditions, products, and yield The reactants are ClC=1C=C(C=CC1OC)C(C#CC(C)(C)O)=O (1-(3-chloro-4-methoxyphenyl)-4-hydroxy-4-methylpent-2-yn-1-one), C(C)NCC (diethyl amine), C(C)O (ethanol), CCO (EtOH). Reaction conditions: time 30 minute. Product: ClC=1C=C(C=CC1OC)C1=CC(C(O1)(C)C)=O (5-(3-chloro-4-methoxyphenyl)-2,2-dimethylfuran-3(2H)-one). Isolated yield 100.0%. Reaction SMILES: [Cl:1][C:2]1[CH:3]=[C:4]([C:10](=[O:17])[C:11]#[C:12][C:13](O)([CH3:15])[CH3:14])[CH:5]=[CH:6][C:7]=1[O:8][CH3:9].C(NCC)C.C([OH:25])C>>[Cl:1][C:2]1[CH:3]=[C:4]([C:10]2[O:17][C:13]([CH3:14])([CH3:15])[C:12](=[O:25])[CH:11]=2)[CH:5]=[CH:6][C:7]=1[O:8][CH3:9]. Reported procedure: To a stirred solution of 1-(3-chloro-4-methoxyphenyl)-4-hydroxy-4-methylpent-2-yn-1-one (0.7 g, 2.75 mmol) in ethanol (5 mL), a solution of diethyl amine (0.20 g, 2.75 mmol) in EtOH (7 mL) was added dropwise at RT. The reaction mixture was then stirred for additional 30 min. The ethanol was removed, and the reaction mixture diluted with EtOAc (10 mL). The combined organic layers were then washed with water (5 mL) and brine (5 mL), dried over Na2SO4, filtered, and concentrated in vacuo to afford ...